This data is from the Open Reaction Database (ORD), a public repository of structured organic reaction records. The task is: describe an organic reaction: reactants, conditions, products, and yield Reactants: CN1N=CC(=C1)B1OC(C(O1)(C)C)(C)C (1-methyl-4-(4,4,5,5-tetramethyl-1,3,2-dioxaborolan-2-yl)-1H-pyrazole), ClC=1C=C(C(=NC1)NC=1C=NC(=CC1)OC)C1=NC(=NC(=N1)C)N(CC1=CC=C(C=C1)OC)CC1=CC=C(C=C1)OC (4-(5-chloro-2-(6-methoxypyridin-3-ylamino)pyridin-3-yl)-N,N-bis(4-methoxybenzyl)-6-methyl-1,3,5-triazin-2-amine), [OH-].[Na+] (NaOH), C([O-])([O-])=O.[Na+].[Na+] (sodium carbonate). Reagents/catalysts: C=1C=CC(=CC1)/C=C/C(=O)/C=C/C2=CC=CC=C2.C=1C=CC(=CC1)/C=C/C(=O)/C=C/C2=CC=CC=C2.C=1C=CC(=CC1)/C=C/C(=O)/C=C/C2=CC=CC=C2.[Pd].[Pd] (Pd2dba3), C1(CCCCC1)P(C1=C(C=CC=C1)C1=C(C=C(C=C1CCC)CCC)CCC)C1CCCCC1 (2-(dicyclohexylphosphino)-2′,4′,6′,-tri-1-propyl-1,1′-biphenyl). Solvent: O1CCOCC1 (dioxane). Run at temperature 140 celsius. The product is COC1=CC=C(CN(C2=NC(=NC(=N2)C=2C(=NC=C(C2)C=2C=NN(C2)C)NC=2C=NC(=CC2)OC)C)CC2=CC=C(C=C2)OC)C=C1 (N,N-bis(4-methoxybenzyl)-4-(2-(6-methoxypyridin-3-ylamino)-5-(1-methyl-1H-pyrazol-4-yl)pyridin-3-yl)-6-methyl-1,3,5-triazin-2-amine). Yield: 133.7%. RXN SMILES: [CH3:1][N:2]1[CH:6]=[C:5](B2OC(C)(C)C(C)(C)O2)[CH:4]=[N:3]1.Cl[C:17]1[CH:18]=[C:19]([C:32]2[N:37]=[C:36]([CH3:38])[N:35]=[C:34]([N:39]([CH2:49][C:50]3[CH:55]=[CH:54][C:53]([O:56][CH3:57])=[CH:52][CH:51]=3)[CH2:40][C:41]3[CH:46]=[CH:45][C:44]([O:47][CH3:48])=[CH:43][CH:42]=3)[N:33]=2)[C:20]([NH:23][C:24]2[CH:25]=[N:26][C:27]([O:30][CH3:31])=[CH:28][CH:29]=2)=[N:21][CH:22]=1.C(=O)([O-])[O-].[Na+].[Na+].[OH-].[Na+]>C1C=CC(/C=C/C(/C=C/C2C=CC=CC=2)=O)=CC=1.C1C=CC(/C=C/C(/C=C/C2C=CC=CC=2)=O)=CC=1.C1C=CC(/C=C/C(/C=C/C2C=CC=CC=2)=O)=CC=1.[Pd].[Pd].C1(P(C2CCCCC2)C2C=CC=CC=2C2C(CCC)=CC(CCC)=CC=2CCC)CCCCC1.O1CCOCC1>[CH3:48][O:47][C:44]1[CH:43]=[CH:42][C:41]([CH2:40][N:39]([CH2:49][C:50]2[CH:51]=[CH:52][C:53]([O:56][CH3:57])=[CH:54][CH:55]=2)[C:34]2[N:33]=[C:32]([C:19]3[C:20]([NH:23][C:24]4[CH:25]=[N:26][C:27]([O:30][CH3:31])=[CH:28][CH:29]=4)=[N:21][CH:22]=[C:17]([C:5]4[CH:4]=[N:3][N:2]([CH3:1])[CH:6]=4)[CH:18]=3)[N:37]=[C:36]([CH3:38])[N:35]=2)=[CH:46][CH:45]=1 |f:2.3.4,5.6,7.8.9.10.11|. Procedure details: A mixture of 1-methyl-4-(4,4,5,5-tetramethyl-1,3,2-dioxaborolan-2-yl)-1H-pyrazole (41.5 mg, 0.199 mmol) (Aldrich), 4-(5-chloro-2-(6-methoxypyridin-3-ylamino)pyridin-3-yl)-N,N-bis(4-methoxybenzyl)-6-methyl-1,3,5-triazin-2-amine (97 mg, 0.166 mmol), Pd2dba3 (6.08 mg, 6.64 μmol) (Strem Chemicals), and 2-(dicyclohexylphosphino)-2′,4′,6′,-tri-1-propyl-1,1′-biphenyl (6.33 mg, 0.013 mmol) (Strem Chemicals) was purged with argon, treated with dioxane (2 mL) and 1 M aqueous sodium carbonate (0.415 mL, 0.... Starting materials: CC=1C(=CC=2C(CCC(C2C1)(C)C)(C)C)C(C=C)C1=CC=C(C#N)C=C1 (4-[1-(5,6,7,8-tetrahydro-3,5,5,8,8-pentamethyl-2-naphthalenyl)-2-propenyl]benzonitrile), C(CCC)[Sn](CCCC)=O (Dibutyl tin oxide), C[Si](C)(C)N=[N+]=[N-] (trimethylsilyl azide), CC=1C(=CC=2C(CCC(C2C1)(C)C)(C)C)C(C=C)C1=CC=C(C#N)C=C1 (4-[1-(5,6,7,8-tetrahydro-3,5,5,8,8-pentamethyl-2-naphthalenyl)-2-propenyl]benzonitrile), CC1(C=2C=CC(=CC2C(CC1)(C)C)C(C=C)C1=CC=C(C#N)C=C1)C (4-[1-(5,6,7,8-tetrahydro-5,5,8,8-tetramethyl-2-naphthalenyl)-2-propenyl]benzonitrile). Run in C1(=CC=CC=C1)C (toluene). Run at temperature 110 celsius. The product is CC1(C=2C=CC(=CC2C(CC1)(C)C)C(C=C)C1=CC=C(C=C1)C1=NN=NN1)C (5-[4-[1-(5,6,7,8-tetrahydro-5,5,8,8-tetramethyl-2-naphthalenyl)-2-propenyl]phenyl]-1H-tetrazole). The yield is 48.0%. RXN SMILES: C([Sn](=O)CCCC)CCC.C[Si]([N:15]=[N+:16]=[N-:17])(C)C.C[C:19]1[C:20]([CH:33]([C:36]2[CH:43]=[CH:42][C:39]([C:40]#[N:41])=[CH:38][CH:37]=2)[CH:34]=[CH2:35])=[CH:21][C:22]2[C:23]([CH3:32])([CH3:31])[CH2:24][CH2:25][C:26]([CH3:30])([CH3:29])[C:27]=2[CH:28]=1.CC1(C)CCC(C)(C)C2C=C(C(C3C=CC(C#N)=CC=3)C=C)C=CC1=2>C1(C)C=CC=CC=1>[CH3:29][C:26]1([CH3:30])[CH2:25][CH2:24][C:23]([CH3:31])([CH3:32])[C:22]2[CH:21]=[C:20]([CH:33]([C:36]3[CH:43]=[CH:42][C:39]([C:40]4[NH:41][N:17]=[N:16][N:15]=4)=[CH:38][CH:37]=3)[CH:34]=[CH2:35])[CH:19]=[CH:28][C:27]1=2. Reported procedure: Dibutyl tin oxide (15.1 mg, 10% mol) and 2 equivalents of trimethylsilyl azide (0.19 ml, 1.46 mmol), are added successively to a solution of the (E) compound 4-[1-(5,6,7,8-tetrahydro-5,5,8,8-tetramethyl-2-naphthalenyl)-2-propenyl]benzonitrile (0.24 g, 0.73 mmol) in anhydrous toluene (1.25 ml). The reaction medium is heated for 16 hours at reflux (110° C.) under an atmosphere of argon and with magnetic stirring. The mixture is purified by flash chromatography on silica (eluent CH2Cl2 then MeOH:CH... Starting materials: Brc1sc(C2CCNCC2)nc1CCc1ccccc1, Cc1cc(C(F)(F)F)nn1CC(=O)N1CCC(c2nc(CCc3cccc4ccccc34)cs2)CC1, Cc1cc(C(F)(F)F)nn1CC(=O)O. Yields the product Cc1cc(C(F)(F)F)nn1CC(=O)N1CCC(c2nc(CCc3ccccc3)c(Br)s2)CC1. Reaction SMILES: [Br:1][c:2]1[c:3]([CH2:13][CH2:14][c:15]2[cH:16][cH:17][cH:18][cH:19][cH:20]2)[n:4][c:5]([CH:7]2[CH2:8][CH2:9][NH:10][CH2:11][CH2:12]2)[s:6]1.[CH3:21][c:22]1[cH:23][c:24]([C:53]([F:54])([F:55])[F:56])[n:25][n:26]1[CH2:27][C:28](=[O:29])[N:30]1[CH2:31][CH2:32][CH:33]([c:34]2[s:35][cH:36][c:37]([CH2:38][CH2:39][c:40]3[c:41]4[c:42]([cH:43][cH:44][cH:45][cH:46]4)[cH:47][cH:48][cH:49]3)[n:50]2)[CH2:51][CH2:52]1.[CH3:57][c:58]1[n:59]([CH2:60][C:61]([OH:62])=[O:63])[n:64][c:65]([C:66]([F:67])([F:68])[F:69])[cH:70]1>>[Br:1][c:2]1[c:3]([CH2:13][CH2:14][c:15]2[cH:16][cH:17][cH:18][cH:19][cH:20]2)[n:4][c:5]([CH:7]2[CH2:8][CH2:9][N:10]([C:28]([CH2:27][n:26]3[c:22]([CH3:21])[cH:23][c:24]([C:53]([F:54])([F:55])[F:56])[n:25]3)=[O:29])[CH2:11][CH2:12]2)[s:6]1. The reactants are BrC=1C=CC2=C(C(=C(O2)CCC2=CC=C(C=C2)OC)C(=O)O)C1 (5-bromo-2-[2-(4-methoxyphenyl)-ethyl]-3-benzofurancarboxylic acid), C(C)O (ethanol), S(=O)(Cl)Cl (thionyl chloride), S(=O)(Cl)Cl (thionyl chloride). Product: BrC=1C=CC2=C(C(=C(O2)CCC2=CC=C(C=C2)OC)C(=O)OCC)C1 (ethyl 5-bromo-2-[2-(4-methoxyphenyl)ethyl]-3-benzofurancarboxylate). As a reaction SMILES: [Br:1][C:2]1[CH:3]=[CH:4][C:5]2[O:9][C:8]([CH2:10][CH2:11][C:12]3[CH:17]=[CH:16][C:15]([O:18][CH3:19])=[CH:14][CH:13]=3)=[C:7]([C:20]([OH:22])=[O:21])[C:6]=2[CH:23]=1.S(Cl)(Cl)=O.[CH2:28](O)[CH3:29]>>[Br:1][C:2]1[CH:3]=[CH:4][C:5]2[O:9][C:8]([CH2:10][CH2:11][C:12]3[CH:13]=[CH:14][C:15]([O:18][CH3:19])=[CH:16][CH:17]=3)=[C:7]([C:20]([O:22][CH2:28][CH3:29])=[O:21])[C:6]=2[CH:23]=1. Procedure: 1H-NMR (DMSO-d6) δ: 3.00 (2H, m), 3.35 (2H, m), 3.69 (3H, s), 6.80 (2H, d, J=8.0 Hz), 7.07 (2H, d, J=8.0 Hz), 7.50 (1H, dd), 7.55 (1H, d), 8.00 (1H, d) d) 64.2 g of 5-bromo-2-[2-(4-methoxyphenyl)-ethyl]-3-benzofurancarboxylic acid obtained in the above step c) was suspended in 900 ml of ethanol. 30 ml of thionyl chloride was added dropwise to the above suspension with ice cooling. After refluxing under heating for 5 hours, 50 ml of thionyl chloride was further added dropwise to the resulting rea... Reactants: S(O)(O)(=O)=O (sulfuric acid), ( 1/1 ), O[C@]12CCC(C=C1C[C@H]([C@H]1[C@@H]3CCC([C@@]3(C)CC[C@H]21)=O)C)=O (10-hydroxy-7α-methyl-estra-4-ene-3,17-dione), ( IV ), C(C)(=O)OCC.CCCCCC (ethyl acetate hexane). Solvent: C(Cl)Cl (methylene chloride). Yields the product C[C@H]1[C@H]2[C@@H]3CCC([C@@]3(C)CCC2=C2CCC(C=C2C1)=O)=O (7α-methyl-estra-4,9(10)-diene-3,17-dione). Reaction SMILES: S(=O)(=O)(O)O.O[C@@:7]12[C@@H:24]3[C@H:15]([C@H:16]4[C@@:20]([CH2:22][CH2:23]3)([CH3:21])[C:19](=[O:25])[CH2:18][CH2:17]4)[C@H:14]([CH3:26])[CH2:13][C:12]1=[CH:11][C:10](=[O:27])[CH2:9][CH2:8]2.C(OCC)(=O)C.CCCCCC>C(Cl)Cl>[CH3:26][C@@H:14]1[CH2:13][C:12]2[C:7]([CH2:8][CH2:9][C:10](=[O:27])[CH:11]=2)=[C:24]2[C@@H:15]1[C@H:16]1[C@@:20]([CH2:22][CH2:23]2)([CH3:21])[C:19](=[O:25])[CH2:18][CH2:17]1 |f:2.3|. Procedure details: To 15 ml of concentrated sulfuric acid (98%) cooled to ˜5° C. was added dropwise ˜20 Mm of a mixture containing 10-hydroxy-7α-methyl-estra-4-ene-3,17-dione (III) and 5,10-dihydroxy-7α-methyl-estra-3,17-dione (IV) from example 2 dissolved in 15 ml of methylene chloride. About 20 minutes after the addition was complete, TLC ({fraction (1/1)} ethyl acetate/hexane, Rf 0.4) showed that the reaction was complete. The deep red reaction mixture was poured over ice, washed in with methylene chloride, par...